This data is from the Open Reaction Database (ORD), a public repository of structured organic reaction records. The task is: describe an organic reaction: reactants, conditions, products, and yield Reactants: [Si](C)(C)(C(C)(C)C)OCCCC(C)C1=CC(=C(C(O1)=O)C(CC)=O)O (6-(5-(t-Butyldimethylsilyloxy)pentan-2-yl)-4-hydroxy-3-propionyl-2-H-pyran-2-one), C(=O)(O)[O-].[Na+] (NaHCO3). Solvent: CC(=O)O.C1CCOC1.O (AcOH THF water). Yields the product OC=1C=C(C(OC1C(CCCO)C)=O)C(CC)=O (4-(5-Hydroxy-2-oxo-3-propionyl-2-H-pyran-6-yl)pentanol). RXN SMILES: [Si]([O:8][CH2:9][CH2:10][CH2:11][CH:12]([C:14]1[O:19][C:18](=[O:20])[C:17]([C:21](=[O:24])[CH2:22][CH3:23])=[C:16](O)[CH:15]=1)[CH3:13])(C(C)(C)C)(C)C.C([O-])(O)=[O:27].[Na+]>CC(O)=O.C1COCC1.O>[OH:27][C:15]1[CH:16]=[C:17]([C:21](=[O:24])[CH2:22][CH3:23])[C:18](=[O:20])[O:19][C:14]=1[CH:12]([CH3:13])[CH2:11][CH2:10][CH2:9][OH:8] |f:1.2,3.4.5|. Reported procedure: 6-(5-(t-Butyldimethylsilyloxy)pentan-2-yl)-4-hydroxy-3-propionyl-2-H-pyran-2-one (IV in Scheme 1; Example 1.3; 3 g; 8.15 mmol) in 100 ml AcOH/THF/water (3/1/1, v/v/v) was stirred for 18 h at 25° C. The reaction mixture was neutralized with saturated NaHCO3, extracted with 3×50 ml EtOAc, dried with anhydrous Na2SO4, and evaporated to an oil. The product was purified via silica chromatography (40% EtOAc in hexanes). The reactants are C(C1=CC=CC=C1)ON1C([C@@H](C[C@H]1C(C)C)N(S(=O)(=O)C1=CC=C(C=C1)C1=CC=C(C=C1)C(F)(F)F)CCC)=O (N-[(3R,5S)-1-(Benzyloxy)-5-isopropyl-2-oxopyrrolidinyl]-N-propyl-4′-(trifluoromethyl)[1,1′-biphenyl]-4-sulfonamide). Reagents/catalysts: [Pd].[O-]S(=O)(=O)[O-].[Ba+2] (Pd BaSO4). Solvent: CO (methanol). Yields the product ON1C([C@@H](C[C@H]1C(C)C)N(S(=O)(=O)C1=CC=C(C=C1)C1=CC=C(C=C1)C(F)(F)F)CCC)=O (N-[(3R,5S)-1-(Hydroxy)-5-isopropyl-2-oxopyrrolidinyl]-N-propyl-4′-(trifluoromethyl)[1,1′-biphenyl]-4-sulfonamide). Isolated yield 98.0%. Reaction SMILES: C([O:8][N:9]1[C@H:13]([CH:14]([CH3:16])[CH3:15])[CH2:12][C@@H:11]([N:17]([CH2:37][CH2:38][CH3:39])[S:18]([C:21]2[CH:26]=[CH:25][C:24]([C:27]3[CH:32]=[CH:31][C:30]([C:33]([F:36])([F:35])[F:34])=[CH:29][CH:28]=3)=[CH:23][CH:22]=2)(=[O:20])=[O:19])[C:10]1=[O:40])C1C=CC=CC=1>CO.[Pd].[O-]S([O-])(=O)=O.[Ba+2]>[OH:8][N:9]1[C@H:13]([CH:14]([CH3:16])[CH3:15])[CH2:12][C@@H:11]([N:17]([CH2:37][CH2:38][CH3:39])[S:18]([C:21]2[CH:22]=[CH:23][C:24]([C:27]3[CH:32]=[CH:31][C:30]([C:33]([F:36])([F:34])[F:35])=[CH:29][CH:28]=3)=[CH:25][CH:26]=2)(=[O:20])=[O:19])[C:10]1=[O:40] |f:2.3.4|. Procedure details: N-[(3R,5S)-1-(Benzyloxy)-5-isopropyl-2-oxopyrrolidinyl]-N-propyl-4′-(trifluoromethyl)[1,1′-biphenyl]-4-sulfonamide (0.023 g, 0.040 mmoles, Example 28a) in 5.0 mL methanol was hydrogenated on 5% Pd/BaSO4 (0.005 g) at 1 atm H2 and 22° C. After 6 hours the solution was filtered through Celite and concentrated by rotary evaporation to afford 0.019 g (98% yield) of the title compound as a white solid. LC-MS (APCI) n/z 485 (M+1). 1H NMR (DMSO-d6) δ 9.90 (br s, 1H), 8.04 (d, J=8 Hz, 2H), 7.99 (d, J=8 H... Starting materials: ClCCl, CS(=O)(=O)Cl, CC(C)(C)OC(=O)NC1Cn2c(nc3cc(N)ccc32)CC1c1cc(F)c(F)cc1F, c1ccncc1. Product: CC(C)(C)OC(=O)NC1Cn2c(nc3cc(NS(C)(=O)=O)ccc32)CC1c1cc(F)c(F)cc1F. Reaction SMILES: [CH2:43]([Cl:44])[Cl:45].[CH3:38][S:39]([Cl:40])(=[O:41])=[O:42].[NH2:1][c:2]1[cH:3][c:4]2[c:5]([n:6]3[c:7]([n:8]2)[CH2:9][CH:10]([c:21]2[c:22]([F:29])[cH:23][c:24]([F:28])[c:25]([F:27])[cH:26]2)[CH:11]([NH:13][C:14]([O:15][C:16]([CH3:17])([CH3:18])[CH3:19])=[O:20])[CH2:12]3)[cH:30][cH:31]1.[cH:32]1[cH:33][cH:34][n:35][cH:36][cH:37]1>>[NH:1]([c:2]1[cH:3][c:4]2[c:5]([n:6]3[c:7]([n:8]2)[CH2:9][CH:10]([c:21]2[c:22]([F:29])[cH:23][c:24]([F:28])[c:25]([F:27])[cH:26]2)[CH:11]([NH:13][C:14]([O:15][C:16]([CH3:17])([CH3:18])[CH3:19])=[O:20])[CH2:12]3)[cH:30][cH:31]1)[S:39]([CH3:38])(=[O:41])=[O:42]. The reactants are CC(C)(C)N(C([O-])=O)[C@H](C(C)(C)C)C(=O)NC=1C=NC(=CC1)OC1=CC(=C(C=C1)C)OC (1,1-dimethylethyl((1R)-2,2-dimethyl-1-{[(6-{[4-methyl-3-(methyloxy)phenyl]oxy}-3-pyridinyl)amino]carbonyl}propyl)carbamate), CC(C)(C)N(C([O-])=O)[C@H](C(C)(C)C)C(=O)NC=1C=NC(=CC1)OC1=CC(=C(C=C1)C)OC (1,1-dimethylethyl((1R)-2,2-dimethyl-1-{[(6-{[4-methyl-3-(methyloxy)phenyl]oxy}-3-pyridinyl)amino]carbonyl}propyl)carbamate), C(=O)(C(F)(F)F)O (TFA). Run in ClCCl (dichloromethane). Run at time 3 hour. The product is CC([C@@H](N)C(=O)NC=1C=NC(=CC1)OC1=CC(=C(C=C1)C)OC)(C)C (3-methyl-N1-(6-{[4-methyl-3-(methyloxy)phenyl]oxy}-3-pyridinyl)-D-valinamide). Isolated yield 97.4%. As a reaction SMILES: CC([N:5]([C@@H:9]([C:14]([NH:16][C:17]1[CH:18]=[N:19][C:20]([O:23][C:24]2[CH:29]=[CH:28][C:27]([CH3:30])=[C:26]([O:31][CH3:32])[CH:25]=2)=[CH:21][CH:22]=1)=[O:15])[C:10]([CH3:13])([CH3:12])[CH3:11])C(=O)[O-])(C)C.C(O)(C(F)(F)F)=O>ClCCl>[CH3:11][C:10]([CH3:13])([CH3:12])[C@H:9]([C:14]([NH:16][C:17]1[CH:18]=[N:19][C:20]([O:23][C:24]2[CH:29]=[CH:28][C:27]([CH3:30])=[C:26]([O:31][CH3:32])[CH:25]=2)=[CH:21][CH:22]=1)=[O:15])[NH2:5]. Reported procedure: To a solution of 1,1-dimethylethyl((1R)-2,2-dimethyl-1-{[(6-{[4-methyl-3-(methyloxy)phenyl]oxy}-3-pyridinyl)amino]carbonyl}propyl)carbamate (Intermediate 96, 8.2 mg) in dry dichloromethane (0.5 mL) cooled to 0° C., TFA (57 μl, 0.740 mmol) was added dropwise and the solution was stirred for 3 hours at that temperature. The volatiles were evaporated. The residue was dissolved with dichloromethane (2 mL) and an aqueous saturated solution of NaHCO3 was added (4 mL). The layers were separated and the... Starting materials: CC=1C=2N(C=C(C1)C1=CC=C(C=C1)C(F)(F)F)C=CN2 (8-Methyl-6-(4-trifluoromethyl-phenyl)-imidazo[1,2-a]pyridine), C(C)(=O)[O-].[Na+] (sodium acetate), ICl (iodine monochloride). The solvent is C(C)(=O)O (acetic acid). Run at temperature 23 celsius, time 16 hour. Product: IC1=CN=C2N1C=C(C=C2C)C2=CC=C(C=C2)C(F)(F)F (3-Iodo-8-methyl-6-(4-trifluoromethyl-phenyl)-imidazo[1,2-a]pyridine). Yield: 89.4%. As a reaction SMILES: [CH3:1][C:2]1[C:3]2[N:4]([CH:18]=[CH:19][N:20]=2)[CH:5]=[C:6]([C:8]2[CH:13]=[CH:12][C:11]([C:14]([F:17])([F:16])[F:15])=[CH:10][CH:9]=2)[CH:7]=1.C([O-])(=O)C.[Na+].[I:26]Cl>C(O)(=O)C>[I:26][C:18]1[N:4]2[CH:5]=[C:6]([C:8]3[CH:13]=[CH:12][C:11]([C:14]([F:16])([F:15])[F:17])=[CH:10][CH:9]=3)[CH:7]=[C:2]([CH3:1])[C:3]2=[N:20][CH:19]=1 |f:1.2|. Procedure details: To a solution of 8-methyl-6-(4-trifluoromethyl-phenyl)-imidazo[1,2-a]pyridine (example C.20 step 2) (5.0 g, 18 mmol) in 50 mL of acetic acid was added sodium acetate (1.68 g, 20 mmol) and a solution of iodine monochloride (2 M, 10.3 mL, 20.6 mmol)—slightly exothermic. The reaction mixture was stirred at 23° C. for 16 h, then partitioned between 300 mL of water and 300 mL of EtOAc. The organic layer was washed with sat. NaHCO3, water, aq. sodium sulfite, water, then dried over Na2SO4, filtered an... Starting materials: β-lactam, ICC(=O)NC(=O)N (iodoacetylurea), [Na+].C(C)(=O)OCC=1CS[C@H]2N(C1C(=O)[O-])C([C@H]2NC(\C(=N/O)\C=2OC=CC2)=O)=O ((6R,7R)-3-acetoxymethyl-7-[Z-2-(fur-2-yl)-2-hydroxyiminoacetamido]-ceph-3-em-4-carboxylic acid sodium salt), C(C)(=O)[O-] (acetate), CCO (EtOH). Run in CS(=O)C (DMSO). Yields the product C(C)(=O)OCC=1CS[C@H]2N(C1C(=O)O)C([C@H]2NC(\C(=N/OCC(=O)NC(=O)N)\C=2OC=CC2)=O)=O ((6R,7R)-3-Acetoxymethyl-7-[Z-2-(fur-2-yl)-2-ureidocarbonylmethoxyiminoacetamido]-ceph-3-em-4-carboxylic acid). Isolated yield 34.0%. RXN SMILES: I[CH2:2][C:3]([NH:5][C:6]([NH2:8])=[O:7])=[O:4].[Na+].[C:10]([O:13][CH2:14][C:15]1[CH2:16][S:17][C@@H:18]2[C@H:25]([NH:26][C:27](=[O:36])/[C:28](/[C:31]3[O:32][CH:33]=[CH:34][CH:35]=3)=[N:29]\[OH:30])[C:24](=[O:37])[N:19]2[C:20]=1[C:21]([O-:23])=[O:22])(=[O:12])[CH3:11].CCO.C([O-])(=O)C>CS(C)=O>[C:10]([O:13][CH2:14][C:15]1[CH2:16][S:17][C@@H:18]2[C@H:25]([NH:26][C:27](=[O:36])/[C:28](/[C:31]3[O:32][CH:33]=[CH:34][CH:35]=3)=[N:29]\[O:30][CH2:2][C:3]([NH:5][C:6]([NH2:8])=[O:7])=[O:4])[C:24](=[O:37])[N:19]2[C:20]=1[C:21]([OH:23])=[O:22])(=[O:12])[CH3:11] |f:1.2|. Procedure details: This compound was prepared from iodoacetylurea and (6R,7R)-3-acetoxymethyl-7-[Z-2-(fur-2-yl)-2-hydroxyiminoacetamido]-ceph-3-em-4-carboxylic acid sodium salt by the method described in Example 1. λmax (EtOH) 274 nm (ε 17,300), νmax (Nujol) 3420, 3260 (--NH--, --NH2), 3700-2100 (bonded OH), 1780 (β-lactam), 1720(--CO2H, acetate), 1700, 1570, 1545 cm-1 (CONH, CONH2), τ (DMSO d6) 2.11, 3.3, 3.18 (furyl), 5.28 (--O--CH2 --), 0.09 (--CONHCO--), 2.5 (CONH2), 0.11 (CONH), 4.1 (7 H), 4.78 (6 H), 6.29, 6... The reactants are Cl (hydrogen chloride), C(C)(C)(C)OC(=O)N[C@@H]1CN(CC1)C1=C(C=C(C=C1)N1C(O[C@H](C1)CN(C(=O)OCC(Cl)(Cl)Cl)C1=NOC=C1)=O)F (3-(4-(3(S)-(t-Butoxycarbonyl)aminopyrrolidin-1-yl)-3-fluorophenyl)-5(R)-(N-(2,2,2-trichloroethyloxycarbonyl)isoxazol-3-ylaminomethyl)oxazolidin-2-one). Run in C(C)O (ethanol), ClCCl (dichloromethane). Conditions: time 5 hour. The product is hydrochloride salt, N[C@@H]1CN(CC1)C1=C(C=C(C=C1)N1C(O[C@H](C1)CN(C(=O)OCC(Cl)(Cl)Cl)C1=NOC=C1)=O)F (3-(4-(3(S)-Aminopyrrolidin-1-yl)-3-fluorophenyl)-5(R)-(N-(2,2,2-trichloro-ethyloxycarbonyl)isoxazol-3-ylaminomethyl)oxazolidin-2-one). Isolated yield 110.8%. RXN SMILES: C(OC([NH:8][C@H:9]1[CH2:13][CH2:12][N:11]([C:14]2[CH:19]=[CH:18][C:17]([N:20]3[CH2:24][C@H:23]([CH2:25][N:26]([C:35]4[CH:39]=[CH:38][O:37][N:36]=4)[C:27]([O:29][CH2:30][C:31]([Cl:34])([Cl:33])[Cl:32])=[O:28])[O:22][C:21]3=[O:40])=[CH:16][C:15]=2[F:41])[CH2:10]1)=O)(C)(C)C.Cl>ClCCl.C(O)C>[NH2:8][C@H:9]1[CH2:13][CH2:12][N:11]([C:14]2[CH:19]=[CH:18][C:17]([N:20]3[CH2:24][C@H:23]([CH2:25][N:26]([C:35]4[CH:39]=[CH:38][O:37][N:36]=4)[C:27]([O:29][CH2:30][C:31]([Cl:34])([Cl:32])[Cl:33])=[O:28])[O:22][C:21]3=[O:40])=[CH:16][C:15]=2[F:41])[CH2:10]1. Procedure: 3-(4-(3(S)-(t-Butoxycarbonyl)aminopyrrolidin-1-yl)-3-fluorophenyl)-5(R)-(N-(2,2,2-trichloroethyloxycarbonyl)isoxazol-3-ylaminomethyl)oxazolidin-2-one (1.03 g, 1.62 mM) was dissolved in dichloromethane (5 ml) under nitrogen and treated with a solution of hydrogen chloride in ethanol (3.8 M, 25 ml). After stirring 5 hours at ambient temperature, solvent was removed, and the residue evaporated repeatedly with portions of dichloromethane to give the hydrochloride salt of the desired product as a whi...